This data is from the Open Reaction Database (ORD), a public repository of structured organic reaction records. The task is: describe an organic reaction: reactants, conditions, products, and yield Reactants: CN1C(=O)N(c2ccccc2Br)Cc2cnc(Nc3ccc4c(c3)OCC(CO)O4)nc21, CN(C)c1ccncc1, ClC(Cl)Cl, Cc1ccc(S(=O)(=O)Cl)cc1, c1ccncc1. Yields the product Cc1ccc(S(=O)(=O)OCC2COc3cc(Nc4ncc5c(n4)N(C)C(=O)N(c4ccccc4Br)C5)ccc3O2)cc1. Reaction SMILES: [Br:1][c:2]1[c:3]([N:8]2[C:9](=[O:32])[N:10]([CH3:31])[c:11]3[n:12][c:13]([NH:18][c:19]4[cH:20][c:21]5[c:22]([cH:29][cH:30]4)[O:23][CH:24]([CH2:27][OH:28])[CH2:25][O:26]5)[n:14][cH:15][c:16]3[CH2:17]2)[cH:4][cH:5][cH:6][cH:7]1.[CH3:54][N:55]([CH3:56])[c:57]1[cH:58][cH:59][n:60][cH:61][cH:62]1.[Cl:50][CH:51]([Cl:52])[Cl:53].[S:33](=[O:34])(=[O:35])([c:36]1[cH:37][cH:38][c:39]([CH3:40])[cH:41][cH:42]1)[Cl:43].[cH:44]1[cH:45][cH:46][n:47][cH:48][cH:49]1>>[Br:1][c:2]1[c:3]([N:8]2[C:9](=[O:32])[N:10]([CH3:31])[c:11]3[n:12][c:13]([NH:18][c:19]4[cH:20][c:21]5[c:22]([cH:29][cH:30]4)[O:23][CH:24]([CH2:27][O:28][S:33](=[O:34])(=[O:35])[c:36]4[cH:37][cH:38][c:39]([CH3:40])[cH:41][cH:42]4)[CH2:25][O:26]5)[n:14][cH:15][c:16]3[CH2:17]2)[cH:4][cH:5][cH:6][cH:7]1. Starting materials: CN1N=C(C=C1N)C1=CC=NC=C1 (1-methyl-3-(pyridin-4-yl)-1H-pyrazol-5-amine), CC(C)(C)OC(=O)N[C@@H](CC1=CC=C(C=C1)F)C(=O)O (Boc-L-4-fluorophenylalanine), C(CCl)Cl (EDC). Solvent: N1=CC=CC=C1 (pyridine). Reaction conditions: time 5.5 hour. Product: FC1=CC=C(C=C1)C[C@@H](C(=O)NC1=CC(=NN1C)C1=CC=NC=C1)NC(OC(C)(C)C)=O (Tert-butyl (S)-3-(4-fluorophenyl)-1-(1-methyl-3-(pyridin-4-yl)-1H-pyrazol-5-ylamino)-1-oxopropan-2-ylcarbamate). Yield: 99.1%. RXN SMILES: [CH3:1][N:2]1[C:6]([NH2:7])=[CH:5][C:4]([C:8]2[CH:13]=[CH:12][N:11]=[CH:10][CH:9]=2)=[N:3]1.[CH3:14][C:15]([O:18][C:19]([NH:21][C@H:22]([C:31](O)=[O:32])[CH2:23][C:24]1[CH:29]=[CH:28][C:27]([F:30])=[CH:26][CH:25]=1)=[O:20])([CH3:17])[CH3:16].C(Cl)CCl>N1C=CC=CC=1>[F:30][C:27]1[CH:28]=[CH:29][C:24]([CH2:23][C@H:22]([NH:21][C:19](=[O:20])[O:18][C:15]([CH3:16])([CH3:14])[CH3:17])[C:31]([NH:7][C:6]2[N:2]([CH3:1])[N:3]=[C:4]([C:8]3[CH:13]=[CH:12][N:11]=[CH:10][CH:9]=3)[CH:5]=2)=[O:32])=[CH:25][CH:26]=1. Procedure: To a 100 ml flask was added 1-methyl-3-(pyridin-4-yl)-1H-pyrazol-5-amine 17.B (540 mg, 3.10 mmole), Boc-L-4-fluorophenylalanine (970 mg, 3.41 mmole), EDC (710 mg, 3.72 mmole), and 10 ml of pyridine. The reaction was stirred at room temperature for 5.5 hours at which time the solvent was removed by rotary evaporation. The residue was suspended in ethyl acetate, and washed successively with saturated sodium bicarbonate, water and brine. The organic layer was dried over anhydrous sodium sulfate, an...